This data is from the Open Reaction Database (ORD), a public repository of structured organic reaction records. The task is: describe an organic reaction: reactants, conditions, products, and yield Conditions: temperature 0 celsius, time 10 minute. Product: C(C1=CC=CC=C1)N([C@H]([C@@H](C#N)O)CC)CC1=CC=CC=C1 ((2S,3S)-3-(dibenzylamino)-2-hydroxypentanenitrile). The reactants are [C-]#N.[K+] (potassium cyanide), C(C1=CC=CC=C1)N([C@H](C=O)CC)CC1=CC=CC=C1 ((S)-2-(dibenzylamino)butanal), O1CCOCC1 (dioxane), S([O-])(O)=O.[Na+] (sodium bisulfite). The solvent is O (water), O (water), O (water). As a reaction SMILES: [CH2:1]([N:8]([CH2:14][C:15]1[CH:20]=[CH:19][CH:18]=[CH:17][CH:16]=1)[C@@H:9]([CH2:12][CH3:13])[CH:10]=[O:11])[C:2]1[CH:7]=[CH:6][CH:5]=[CH:4][CH:3]=1.O1CCOCC1.S(=O)(O)[O-].[Na+].[C-:32]#[N:33].[K+]>O>[CH2:14]([N:8]([CH2:1][C:2]1[CH:3]=[CH:4][CH:5]=[CH:6][CH:7]=1)[C@@H:9]([CH2:12][CH3:13])[C@H:10]([OH:11])[C:32]#[N:33])[C:15]1[CH:16]=[CH:17][CH:18]=[CH:19][CH:20]=1 |f:2.3,4.5|. Procedure details: Under an atmosphere of argon, (S)-2-(dibenzylamino)butanal (8.55 g, 32.0 mmol, Eq: 1.00) was combined with dioxane (70 ml) to give a light yellow solution. The reaction was stirred for 10 min at 0° C. Then sodium bisulfite in water (40%, 26.5 ml) was added. The reaction was stirred for another 10 min at 0° C. Then potassium cyanide (8.33 g, 128 mmol, Eq: 4), diluted in water (35 ml) was added. The reaction was stirred overnight at RT. The reaction mixture was poured into water (75 ml) and extrac...